From a dataset of the Open Reaction Database (ORD), a public repository of structured organic reaction records. describe an organic reaction: reactants, conditions, products, and yield The reactants are BrCCCC(=O)OCC (Ethyl 4-bromobutyrate), C(C)(C)(C)OC(=O)COC1=C(C=O)C=C(C=C1)O (2-(tert-butoxycarbonylmethoxy)-5-hydroxybenzaldehyde), C([O-])([O-])=O.[K+].[K+] (potassium carbonate). The solvent is C(C)C(=O)C (methyl ethyl ketone). Conditions: temperature 100 celsius, time 7 hour. Yields the product C(C)(C)(C)OC(=O)COC1=C(C=C(OCCCC(=O)OCC)C=C1)C=O (ethyl 4-(4-tert-butoxycarbonylmethoxy-3-formylphenoxy)butyrate). Isolated yield 29.6%. RXN SMILES: Br[CH2:2][CH2:3][CH2:4][C:5]([O:7][CH2:8][CH3:9])=[O:6].[C:10]([O:14][C:15]([CH2:17][O:18][C:19]1[CH:26]=[CH:25][C:24]([OH:27])=[CH:23][C:20]=1[CH:21]=[O:22])=[O:16])([CH3:13])([CH3:12])[CH3:11].C(=O)([O-])[O-].[K+].[K+]>C(C(C)=O)C>[C:10]([O:14][C:15]([CH2:17][O:18][C:19]1[CH:26]=[CH:25][C:24]([O:27][CH2:2][CH2:3][CH2:4][C:5]([O:7][CH2:8][CH3:9])=[O:6])=[CH:23][C:20]=1[CH:21]=[O:22])=[O:16])([CH3:13])([CH3:11])[CH3:12] |f:2.3.4|. Procedure: Ethyl 4-bromobutyrate (1.48 g) and 2-(tert-butoxycarbonylmethoxy)-5-hydroxybenzaldehyde (1.28 g) were dissolved in methyl ethyl ketone (20 ml). To the solution was added powdered potassium carbonate (1.05 g), and the mixture was stirred in an oil bath at 100° C. for seven hours. The reaction mixture was concentrated, diluted with water, and was extracted with ethyl acetate. The organic layer was washed with brine and dried over magnesium sulfate. After concentration, the crude product was purifi... The reactants are OCCOC=1C=CC=2N(N1)N=CN2 (6-(2-Hydroxyethoxy)[1,2,4]triazolo[1,5-b]pyridazine), C1(=CC=CC=C1)C(N1CCNCC1)C1=CC=CC=C1 (1-(diphenylmethyl)piperazine), C(C)N(C(C)C)C(C)C (N-ethyldiisopropylamine), C(=O)(N1C=NC=C1)N1C=NC=C1 (carbonyldiimidazole). Run in O1CCCC1 (tetrahydrofuran). Run at time 3 hour. Product: C1(=CC=CC=C1)C(N1CC(NCC1)C(=O)OCCOC=1C=CC=2N(N1)N=CN2)C2=CC=CC=C2 (6-[2-[4-(diphenylmethyl)piperazino-carbonyloxyl]ethoxy][1,2,4]triazolo[1,5-b]pyridazine). Yield: 40.5%. RXN SMILES: [OH:1][CH2:2][CH2:3][O:4][C:5]1[CH:6]=[CH:7][C:8]2[N:9]([N:11]=[CH:12][N:13]=2)[N:10]=1.[C:14](N1C=CN=C1)(N1C=CN=C1)=[O:15].[C:26]1([CH:32]([C:39]2[CH:44]=[CH:43][CH:42]=[CH:41][CH:40]=2)[N:33]2[CH2:38][CH2:37][NH:36][CH2:35][CH2:34]2)[CH:31]=[CH:30][CH:29]=[CH:28][CH:27]=1.C(N(C(C)C)C(C)C)C>O1CCCC1>[C:39]1([CH:32]([C:26]2[CH:27]=[CH:28][CH:29]=[CH:30][CH:31]=2)[N:33]2[CH2:34][CH2:35][NH:36][CH:37]([C:14]([O:1][CH2:2][CH2:3][O:4][C:5]3[CH:6]=[CH:7][C:8]4[N:9]([N:11]=[CH:12][N:13]=4)[N:10]=3)=[O:15])[CH2:38]2)[CH:44]=[CH:43][CH:42]=[CH:41][CH:40]=1. Procedure: 6-(2-Hydroxyethoxy)[1,2,4]triazolo[1,5-b]pyridazine (450 mg) was dissolved in tetrahydrofuran (20 ml), followed by addition of carbonyldiimidazole (649 mg). The mixture was stirred at room temperature for 3 hours, followed by addition of 1-(diphenylmethyl)piperazine (1.07 g) and N-ethyldiisopropylamine (0.73 ml). The mixture was stirred at 60° C. for 17 hours and concentrated under reduced pressure. Ice-water was added to the residue, followed by extraction with ethyl acetate. The extract was wa... Reactants: COC(=O)C1(CO)CCCC1N(Cc1ccccc1)C(C)c1ccccc1, CO, O=CO. Yields the product COC(=O)C1(CO)CCCC1N. As a reaction SMILES: [CH2:1]([N:8]([CH:2]([c:3]1[cH:4][cH:5][cH:6][cH:7][cH:20]1)[CH3:21])[CH:9]1[C:10]([C:14](=[O:15])[O:16][CH3:17])([CH2:18][OH:19])[CH2:11][CH2:12][CH2:13]1)[c:22]1[cH:23][cH:24][cH:25][cH:26][cH:27]1.[CH3:31][OH:32].[CH:28]([OH:29])=[O:30]>>[NH2:8][CH:9]1[C:10]([C:14](=[O:15])[O:16][CH3:17])([CH2:18][OH:19])[CH2:11][CH2:12][CH2:13]1. Reactants: ClCCCl, COC(=O)COc1ccc(CC(NC(=O)OC(C)(C)C)C(=O)O)cc1C(=O)OC, COc1ccc(CN)cc1, ClCCl. Yields the product COC(=O)COc1ccc(CC(NC(=O)OC(C)(C)C)C(=O)NCc2ccc(OC)cc2)cc1C(=O)OC. Reaction SMILES: [CH2:30]([Cl:31])[CH2:32][Cl:33].[CH3:1][O:2][C:3]([c:4]1[c:5]([O:23][CH2:24][C:25](=[O:26])[O:27][CH3:28])[cH:6][cH:7][c:8]([CH2:10][CH:11]([C:12](=[O:13])[OH:14])[NH:15][C:16](=[O:17])[O:18][C:19]([CH3:20])([CH3:21])[CH3:22])[cH:9]1)=[O:29].[CH3:34][O:35][c:36]1[cH:37][cH:38][c:39]([CH2:40][NH2:41])[cH:42][cH:43]1.[Cl:44][CH2:45][Cl:46]>>[CH3:1][O:2][C:3]([c:4]1[c:5]([O:23][CH2:24][C:25](=[O:26])[O:27][CH3:28])[cH:6][cH:7][c:8]([CH2:10][CH:11]([C:12](=[O:14])[NH:41][CH2:40][c:39]2[cH:38][cH:37][c:36]([O:35][CH3:34])[cH:43][cH:42]2)[NH:15][C:16](=[O:17])[O:18][C:19]([CH3:20])([CH3:21])[CH3:22])[cH:9]1)=[O:29]. The reactants are CC(=O)OC(C)=O, O=CO, [K+], NNN=CN1CCNCC1, [OH-]. Product: NNN=CN1CCN(C=O)CC1. As a reaction SMILES: [C:1]([O:2][C:5]([CH3:3])=[O:7])(=[O:4])[CH3:6].[CH:20]([OH:21])=[O:22].[K+:19].[NH:8]([NH2:9])[N:10]=[CH:11][N:12]1[CH2:13][CH2:14][NH:15][CH2:16][CH2:17]1.[OH-:18]>>[CH:5](=[O:7])[N:15]1[CH2:14][CH2:13][N:12]([CH:11]=[N:10][NH:8][NH2:9])[CH2:17][CH2:16]1.